This data is from the Open Reaction Database (ORD), a public repository of structured organic reaction records. The task is: describe an organic reaction: reactants, conditions, products, and yield The reactants are CC1(CC(C2=CC(=CC=C12)OC(C(=O)O)CC)(C)C)C (2-(1,1,3,3-tetramethyl-5-indanoxy)-butyric acid), S(=O)(Cl)Cl (thionyl chloride). The product is CC1(CC(C2=CC(=CC=C12)OC(C(=O)Cl)CC)(C)C)C (2-(1,1,3,3-tetramethyl-5-indanoxy)-butyryl chloride). As a reaction SMILES: [CH3:1][C:2]1([CH3:20])[C:10]2[C:5](=[CH:6][C:7]([O:11][CH:12]([CH2:16][CH3:17])[C:13](O)=[O:14])=[CH:8][CH:9]=2)[C:4]([CH3:19])([CH3:18])[CH2:3]1.S(Cl)([Cl:23])=O>>[CH3:1][C:2]1([CH3:20])[C:10]2[C:5](=[CH:6][C:7]([O:11][CH:12]([CH2:16][CH3:17])[C:13]([Cl:23])=[O:14])=[CH:8][CH:9]=2)[C:4]([CH3:19])([CH3:18])[CH2:3]1. Reported procedure: A mixture of 100.5 g (0.364 mole) of 2-(1,1,3,3-tetramethyl-5-indanoxy)-butyric acid and 67 ml of thionyl chloride were refluxed for 2 hours. The excess thionyl chloride was evaporated. The reactants are C1(CC1)OC=1C=C(C=CC1OC(F)F)C1=C(C2=C(C=NN(C2=O)COCC[Si](C)(C)C)N1)COC(CC)CC (2-(3-cyclopropoxy-4-difluoromethoxyphenyl)-3-(1-ethylpropoxymethyl)-5-(2-trimethylsilylethoxymethyl)-1,5-dihydropyrrolo[2,3-d]pyridazin-4-one), C1(CCC1)OCC1=C(NC=2C=NN(C(C21)=O)COCC[Si](C)(C)C)C2=CC(=C(C=C2)OC(F)F)OC2CC2 (3-cyclobutoxymethyl-2-(3-cyclopropoxy-4-difluoromethoxyphenyl)-5-(2-trimethylsilylethoxymethyl)-1,5-dihydropyrrolo[2,3-d]pyridazin-4-one). Product: C1(CC1)OC=1C=C(C=CC1OC(F)F)C1=C(C2=C(C=NNC2=O)N1)COC(CC)CC (2-(3-Cyclopropoxy-4-difluoromethoxyphenyl)-3-(1-ethylpropoxymethyl)-1,5-dihydropyrrolo[2,3-d]pyridazin-4-one). Yield: 34.6%. Reaction SMILES: [CH:1]1([O:4][C:5]2[CH:6]=[C:7]([C:15]3[NH:32][C:18]4[CH:19]=[N:20][N:21](COCC[Si](C)(C)C)[C:22](=[O:23])[C:17]=4[C:16]=3[CH2:33][O:34][CH:35]([CH2:38][CH3:39])[CH2:36][CH3:37])[CH:8]=[CH:9][C:10]=2[O:11][CH:12]([F:14])[F:13])[CH2:3][CH2:2]1.C1(OCC2C3C(=O)N(COCC[Si](C)(C)C)N=CC=3NC=2C2C=CC(OC(F)F)=C(OC3CC3)C=2)CCC1>>[CH:1]1([O:4][C:5]2[CH:6]=[C:7]([C:15]3[NH:32][C:18]4[CH:19]=[N:20][NH:21][C:22](=[O:23])[C:17]=4[C:16]=3[CH2:33][O:34][CH:35]([CH2:38][CH3:39])[CH2:36][CH3:37])[CH:8]=[CH:9][C:10]=2[O:11][CH:12]([F:13])[F:14])[CH2:2][CH2:3]1. Reported procedure: Reaction and post treatment were carried out in the same manner as in Example 13-(c) except for using 0.26 g (0.46 mmol) of 2-(3-cyclopropoxy-4-difluoromethoxyphenyl)-3-(1-ethylpropoxymethyl)-5-(2-trimethylsilylethoxymethyl)-1,5-dihydropyrrolo[2,3-d]pyridazin-4-one obtained in Example 65-(b) in place of 3-cyclobutoxymethyl-2-(3-cyclopropoxy-4-difluoromethoxyphenyl)-5-(2-trimethylsilylethoxymethyl)-1,5-dihydropyrrolo[2,3-d]pyridazin-4-one, whereby 69 mg of the title compound was obtained as a whi... The reactants are [Li]CCCC, CCOC(C)=O, CCCCCC, CN([SiH](C)C)[Si](C)(C)C, O=C(c1ccc(Cl)cc1)C1CC1, Cl, C1CCOC1. Yields the product CCOC(=O)CC(O)(c1ccc(Cl)cc1)C1CC1. RXN SMILES: [CH2:1]([Li:2])[CH2:3][CH2:4][CH3:5].[CH3:28][CH2:29][O:30][C:31]([CH3:32])=[O:33].[CH3:34][CH2:35][CH2:36][CH2:37][CH2:38][CH3:39].[CH3:6][SiH:7]([CH3:8])[N:9]([CH3:10])[Si:11]([CH3:12])([CH3:13])[CH3:14].[CH:15]1([C:18](=[O:19])[c:20]2[cH:21][cH:22][c:23]([Cl:26])[cH:24][cH:25]2)[CH2:16][CH2:17]1.[ClH:27].[O:40]1[CH2:41][CH2:42][CH2:43][CH2:44]1>>[CH:15]1([C:18]([OH:19])([c:20]2[cH:21][cH:22][c:23]([Cl:26])[cH:24][cH:25]2)[CH2:32][C:31]([O:30][CH2:29][CH3:28])=[O:33])[CH2:16][CH2:17]1. Reactants: CS(C)=O, OC(CCI)C(F)(F)F, [N-]=[N+]=[N-], [Na+], O. The product is [N-]=[N+]=NCCC(O)C(F)(F)F. Reaction SMILES: [CH3:14][S:15]([CH3:16])=[O:17].[F:1][C:2]([CH:3]([CH2:4][CH2:5][I:6])[OH:7])([F:8])[F:9].[N-:11]=[N+:12]=[N-:13].[Na+:10].[OH2:18]>>[F:1][C:2]([CH:3]([CH2:4][CH2:5][N:11]=[N+:12]=[N-:13])[OH:7])([F:8])[F:9]. The reactants are C1(CCCCC1)P(C1=C(C=CC=C1)C1=C(C=C(C=C1C(C)C)C(C)C)C(C)C)C1CCCCC1 (dicyclohexyl(2′,4′,6′-triisopropylbiphenyl-2-yl)phosphine), O1CCN(CC1)C1=NC=C(C=C1N)N1CCOCC1 (2,5-dimorpholinopyridin-3-amine), ClC1=C(C(=NC2=CC(=CC(=C12)F)F)C1=CC(=NC=C1)N1CCN(CC1)C)C (4-chloro-5,7-difluoro-3-methyl-2-(2-(4-methylpiperazin-1-yl)pyridin-4-yl)quinoline), CC(C)([O-])C.[Na+] (sodium tert-butoxide). The reagents and catalysts are C=1C=CC(=CC1)/C=C/C(=O)/C=C/C2=CC=CC=C2.C=1C=CC(=CC1)/C=C/C(=O)/C=C/C2=CC=CC=C2.C=1C=CC(=CC1)/C=C/C(=O)/C=C/C2=CC=CC=C2.[Pd].[Pd] (Pd2dba3). Solvent: C1(=CC=CC=C1)C (toluene). Product: O1CCN(CC1)C1=NC=C(C=C1NC1=C(C(=NC2=CC(=CC(=C12)F)F)C1=CC(=NC=C1)N1CCN(CC1)C)C)N1CCOCC1 (N-(2,5-dimorpholinopyridin-3-yl)-5,7-difluoro-3-methyl-2-(2-(4-methylpiperazin-1-yl)pyridin-4-yl)quinolin-4-amine). Reaction SMILES: C1(P(C2CCCCC2)C2C=CC=CC=2C2C(C(C)C)=CC(C(C)C)=CC=2C(C)C)CCCCC1.[O:35]1[CH2:40][CH2:39][N:38]([C:41]2[C:46]([NH2:47])=[CH:45][C:44]([N:48]3[CH2:53][CH2:52][O:51][CH2:50][CH2:49]3)=[CH:43][N:42]=2)[CH2:37][CH2:36]1.Cl[C:55]1[C:64]2[C:59](=[CH:60][C:61]([F:66])=[CH:62][C:63]=2[F:65])[N:58]=[C:57]([C:67]2[CH:72]=[CH:71][N:70]=[C:69]([N:73]3[CH2:78][CH2:77][N:76]([CH3:79])[CH2:75][CH2:74]3)[CH:68]=2)[C:56]=1[CH3:80].CC(C)([O-])C.[Na+]>C1(C)C=CC=CC=1.C1C=CC(/C=C/C(/C=C/C2C=CC=CC=2)=O)=CC=1.C1C=CC(/C=C/C(/C=C/C2C=CC=CC=2)=O)=CC=1.C1C=CC(/C=C/C(/C=C/C2C=CC=CC=2)=O)=CC=1.[Pd].[Pd]>[O:35]1[CH2:40][CH2:39][N:38]([C:41]2[C:46]([NH:47][C:55]3[C:64]4[C:59](=[CH:60][C:61]([F:66])=[CH:62][C:63]=4[F:65])[N:58]=[C:57]([C:67]4[CH:72]=[CH:71][N:70]=[C:69]([N:73]5[CH2:78][CH2:77][N:76]([CH3:79])[CH2:75][CH2:74]5)[CH:68]=4)[C:56]=3[CH3:80])=[CH:45][C:44]([N:48]3[CH2:49][CH2:50][O:51][CH2:52][CH2:53]3)=[CH:43][N:42]=2)[CH2:37][CH2:36]1 |f:3.4,6.7.8.9.10|. Reported procedure: The Buchwald coupled product was prepared according to Procedure S using of dicyclohexyl(2′,4′,6′-triisopropylbiphenyl-2-yl)phosphine (0.020 g, 0.041 mmol), 2,5-dimorpholinopyridin-3-amine (0.082 g, 0.31 mmol), 4-chloro-5,7-difluoro-3-methyl-2-(2-(4-methylpiperazin-1-yl)pyridin-4-yl)quinoline (0.10 g, 0.26 mmol) and Pd2dba3 (0.009 g, 0.010 mmol) and sodium tert-butoxide (0.072 g, 0.75 mmol) in toluene (2.6 mL) at 100° C. for 1.6 h. The crude product was purified by column chromatography on silic...